This data is from the Open Reaction Database (ORD), a public repository of structured organic reaction records. The task is: describe an organic reaction: reactants, conditions, products, and yield Reactants: [Si](C)(C)(C(C)(C)C)O[C@@H]1C[C@@H](N(C1)C1=NC=2N(C=C1)N=CC2C(=O)OCC)C2=CC(=CC=C2)F (Ethyl 5-((2R,4R)-4-(tert-butyldimethyl silyloxy)-2-(3-fluorophenyl)pyrrolidin-1-yl)pyrazolo[1,5-a]pyrimidine-3-carboxylate), [Li+].[OH-] (LiOH), [Li+].[OH-] (LiOH). Solvent: CCO (EtOH). Product: FC=1C=C(C=CC1)[C@@H]1N(C[C@@H](C1)O)C1=NC=2N(C=C1)N=CC2C(=O)O (5-((2R,4R)-2-(3-fluorophenyl)-4-hydroxypyrrolidin-1-yl)pyrazolo[1,5-a]pyrimidine-3-carboxylic acid). The yield is 85.8%. As a reaction SMILES: [Si]([O:8][C@H:9]1[CH2:13][N:12]([C:14]2[CH:19]=[CH:18][N:17]3[N:20]=[CH:21][C:22]([C:23]([O:25]CC)=[O:24])=[C:16]3[N:15]=2)[C@@H:11]([C:28]2[CH:33]=[CH:32][CH:31]=[C:30]([F:34])[CH:29]=2)[CH2:10]1)(C(C)(C)C)(C)C.[Li+].[OH-]>CCO>[F:34][C:30]1[CH:29]=[C:28]([C@H:11]2[CH2:10][C@@H:9]([OH:8])[CH2:13][N:12]2[C:14]2[CH:19]=[CH:18][N:17]3[N:20]=[CH:21][C:22]([C:23]([OH:25])=[O:24])=[C:16]3[N:15]=2)[CH:33]=[CH:32][CH:31]=1 |f:1.2|. Reported procedure: Ethyl 5-((2R,4R)-4-(tert-butyldimethyl silyloxy)-2-(3-fluorophenyl)pyrrolidin-1-yl)pyrazolo[1,5-a]pyrimidine-3-carboxylate (205 mg, 0.422 mmol) was suspended in EtOH (2.0 mL) and 1M LiOH (0.845 ml, 0.845 mmol) was added. The mixture was heated at reflux for 4 hours and another portion of 1M LiOH (0.845 ml, 0.845 mmol) was added. The mixture was heated at reflux overnight, cooled to ambient temperature and concentrated. The residue was diluted in water and the mixture was treated with 2N HCl to a... The reactants are CC(C)(C)OC(=O)N1CCN(C(=O)C2CCN(c3ccncc3F)CC2)CC1, CCOC(C)=O, Cl. Product: Cl, O=C(C1CCN(c2ccncc2F)CC1)N1CCNCC1. Reaction SMILES: [C:2]([O:3][C:4](=[O:5])[N:9]1[CH2:10][CH2:11][N:12]([C:15](=[O:16])[CH:17]2[CH2:18][CH2:19][N:20]([c:23]3[c:24]([F:29])[cH:25][n:26][cH:27][cH:28]3)[CH2:21][CH2:22]2)[CH2:13][CH2:14]1)([CH3:6])([CH3:7])[CH3:8].[CH3:30][CH2:31][O:32][C:33](=[O:34])[CH3:35].[ClH:1]>>[ClH:1].[NH:9]1[CH2:10][CH2:11][N:12]([C:15](=[O:16])[CH:17]2[CH2:18][CH2:19][N:20]([c:23]3[c:24]([F:29])[cH:25][n:26][cH:27][cH:28]3)[CH2:21][CH2:22]2)[CH2:13][CH2:14]1. Starting materials: BrCCCCl (1-bromo-3-chloropropane), [OH-].[K+] (potassium hydroxide), BrCCCCl (1-bromo-3-chloropropane), [N+](=O)([O-])C1=CC=C(C=C1)S (4-nitrothiophenol). Solvent: CO (methanol). Reaction conditions: time 1 hour. The product is ClCCCSC1=CC=C(C=C1)[N+](=O)[O-] (1-(3-chloro-propylsulfanyl)-4-nitro-benzene). Reaction SMILES: [OH-].[K+].[N+:3]([C:6]1[CH:11]=[CH:10][C:9]([SH:12])=[CH:8][CH:7]=1)([O-:5])=[O:4].Br[CH2:14][CH2:15][CH2:16][Cl:17]>CO>[Cl:17][CH2:16][CH2:15][CH2:14][S:12][C:9]1[CH:10]=[CH:11][C:6]([N+:3]([O-:5])=[O:4])=[CH:7][CH:8]=1 |f:0.1|. Procedure details: 1 g of potassium hydroxide is dissolved in 40 ml of methanol and mixed with 2.3 g of 4-nitrothiophenol. The suspension is stirred for one hour at room temperature and mixed drop by drop with 1.48 ml of 1-bromo-3-chloropropane. After 4 hours of stirring at room temperature, another 0.15 ml of 1-bromo-3-chloropropane is added in drops. The mixture is stirred for 65 hours at room temperature, concentrated by evaporation in a vacuum and taken up in ethyl acetate. It is extracted with water and satur... Starting materials: C(C)(C)(C)OC(=O)N1CC2=C(NC(N(C2=O)OC)=O)CC1 (6-(tert-Butoxycarbonyl)-3-methoxy-5,6,7,8-tetrahydropyrido[4,3-d]pyrimidine-2,4-dione), resultant mixture, Cl (hydrochloric acid). The solvent is C(C)(=O)OCC (ethyl acetate). Yields the product Cl.CON1C(NC2=C(C1=O)CNCC2)=O (3-methoxy-5,6,7,8-tetrahydropyrido[4,3-d]pyrimidine-2,4-dione hydrochloride). Reaction SMILES: C(OC([N:8]1[CH2:21][CH2:20][C:11]2[NH:12][C:13](=[O:19])[N:14]([O:17][CH3:18])[C:15](=[O:16])[C:10]=2[CH2:9]1)=O)(C)(C)C.[ClH:22]>C(OCC)(=O)C>[ClH:22].[CH3:18][O:17][N:14]1[C:15](=[O:16])[C:10]2[CH2:9][NH:8][CH2:21][CH2:20][C:11]=2[NH:12][C:13]1=[O:19] |f:3.4|. Reported procedure: 6-(tert-Butoxycarbonyl)-3-methoxy-5,6,7,8-tetrahydropyrido[4,3-d]pyrimidine-2,4-dione (1.0 g) was suspended in 4 N hydrochloric acid in ethyl acetate (10 ml) and the resultant mixture was stirred at room temperature for 3 hours. The reaction solution was distilled away under reduced pressure. To the residue, methanol was added and the solvent was distilled away under reduced pressure. This was repeated three times to obtain the titled compound (790 mg) as a white powder. The resultant compound w... The reactants are C1CCOC1, Cl, FC(F)Oc1ccc(C#Cc2cccc(C3OCCO3)c2)cc1, O. Yields the product O=Cc1cccc(C#Cc2ccc(OC(F)F)cc2)c1. As a reaction SMILES: [CH2:24]1[O:25][CH2:26][CH2:27][CH2:28]1.[ClH:29].[F:1][CH:2]([O:3][c:4]1[cH:5][cH:6][c:7]([C:10]#[C:11][c:12]2[cH:13][c:14]([CH:18]3[O:19][CH2:22][CH2:21][O:20]3)[cH:15][cH:16][cH:17]2)[cH:8][cH:9]1)[F:23].[OH2:30]>>[F:1][CH:2]([O:3][c:4]1[cH:5][cH:6][c:7]([C:10]#[C:11][c:12]2[cH:13][c:14]([CH:18]=[O:19])[cH:15][cH:16][cH:17]2)[cH:8][cH:9]1)[F:23]. Starting materials: COc1ccc(N=C=O)cc1, COC(=O)C(Cc1cccc(CO)c1)C(=O)OC. Product: COC(=O)C(Cc1cccc(COC(=O)Nc2ccc(OC)cc2)c1)C(=O)OC. RXN SMILES: [CH3:19][O:20][c:21]1[cH:22][cH:23][c:24]([N:27]=[C:28]=[O:29])[cH:25][cH:26]1.[OH:1][CH2:2][c:3]1[cH:4][c:5]([CH2:6][CH:7]([C:8](=[O:9])[O:10][CH3:11])[C:12](=[O:13])[O:14][CH3:15])[cH:16][cH:17][cH:18]1>>[O:1]([CH2:2][c:3]1[cH:4][c:5]([CH2:6][CH:7]([C:8](=[O:9])[O:10][CH3:11])[C:12](=[O:13])[O:14][CH3:15])[cH:16][cH:17][cH:18]1)[C:28]([NH:27][c:24]1[cH:23][cH:22][c:21]([O:20][CH3:19])[cH:26][cH:25]1)=[O:29].